This data is from the Open Reaction Database (ORD), a public repository of structured organic reaction records. The task is: describe an organic reaction: reactants, conditions, products, and yield Starting materials: C1COCCO1, COC(=O)c1cnc(N2CCN(C)CC2)s1, C[O-], CO, Cl, Cl, NO, [Na+]. Yields the product CN1CCN(c2ncc(C(=O)NO)s2)CC1. Reaction SMILES: [CH2:26]1[O:27][CH2:28][CH2:29][O:30][CH2:31]1.[CH3:1][O:2][C:3](=[O:4])[c:5]1[cH:6][n:7][c:8]([N:10]2[CH2:11][CH2:12][N:13]([CH3:16])[CH2:14][CH2:15]2)[s:9]1.[CH3:20][O-:21].[CH3:23][OH:24].[ClH:17].[ClH:25].[NH2:18][OH:19].[Na+:22]>>[O:2]=[C:3]([c:5]1[cH:6][n:7][c:8]([N:10]2[CH2:11][CH2:12][N:13]([CH3:16])[CH2:14][CH2:15]2)[s:9]1)[NH:18][OH:19]. Reactants: CC(=O)OC1CCC2(C)C(CCC3C4CC=C(C(C)=O)C4(C)CC(=O)C32)C1, [K+], C1COCCO1, [OH-], O. Yields the product CC(=O)C1=CCC2C3CCC4CC(O)CCC4(C)C3C(=O)CC12C. Reaction SMILES: [C:1](=[O:2])([CH3:3])[O:4][CH:5]1[CH2:6][CH:7]2[CH2:8][CH2:9][CH:10]3[CH:11]4[CH2:12][CH:13]=[C:14]([C:15]([CH3:16])=[O:17])[C:18]4([CH3:27])[CH2:19][C:20](=[O:26])[CH:21]3[C:22]2([CH3:25])[CH2:23][CH2:24]1.[K+:29].[O:30]1[CH2:31][CH2:32][O:33][CH2:34][CH2:35]1.[OH-:28].[OH2:36]>>[OH:4][CH:5]1[CH2:6][CH:7]2[CH2:8][CH2:9][CH:10]3[CH:11]4[CH2:12][CH:13]=[C:14]([C:15]([CH3:16])=[O:17])[C:18]4([CH3:27])[CH2:19][C:20](=[O:26])[CH:21]3[C:22]2([CH3:25])[CH2:23][CH2:24]1. Starting materials: CC1(C)C(C(=O)c2cn(CCN3CCOCC3)c3cc(OCc4ccccc4)ccc23)C1(C)C, CCO, CCOC(C)=O. The product is CC1(C)C(C(=O)c2cn(CCN3CCOCC3)c3cc(O)ccc23)C1(C)C. As a reaction SMILES: [CH2:1]([c:2]1[cH:3][cH:4][cH:5][cH:6][cH:7]1)[O:8][c:9]1[cH:10][cH:11][c:12]2[c:13]([C:26](=[O:27])[CH:28]3[C:29]([CH3:33])([CH3:34])[C:30]3([CH3:31])[CH3:32])[cH:14][n:15]([CH2:18][CH2:19][N:20]3[CH2:21][CH2:22][O:23][CH2:24][CH2:25]3)[c:16]2[cH:17]1.[CH3:35][CH2:36][OH:37].[CH3:38][CH2:39][O:40][C:41]([CH3:42])=[O:43]>>[OH:8][c:9]1[cH:10][cH:11][c:12]2[c:13]([C:26](=[O:27])[CH:28]3[C:29]([CH3:33])([CH3:34])[C:30]3([CH3:31])[CH3:32])[cH:14][n:15]([CH2:18][CH2:19][N:20]3[CH2:21][CH2:22][O:23][CH2:24][CH2:25]3)[c:16]2[cH:17]1. Starting materials: C=O, CC(O)CNCc1ccccc1, O=CO, [Na+], [OH-]. Product: CC(O)CN(C)Cc1ccccc1. Reaction SMILES: [CH2:13]=[O:14].[CH2:1]([c:2]1[cH:3][cH:4][cH:5][cH:6][cH:7]1)[NH:8][CH2:9][CH:10]([CH3:11])[OH:12].[CH:15]([OH:16])=[O:17].[Na+:19].[OH-:18]>>[CH2:1]([c:2]1[cH:3][cH:4][cH:5][cH:6][cH:7]1)[N:8]([CH2:9][CH:10]([CH3:11])[OH:12])[CH3:15]. Starting materials: N1C=C(C=C1)C1=NC=CC=C1 (2-(1H-Pyrrol-3-yl)pyridine), N[C@H]1[C@@H](CCCC1)N (trans-1,2 diaminocyclohexane), BrC=1C=CC(=C(C#N)C1)C1=NC=CC=C1 (5-bromo-2-pyridin-2-ylbenzonitrile), CC(C)([O-])C.[Na+] (sodium tert-butoxide). The solvent is CCCCCC (Hexane), CN(C)C=O (DMF), CCOC(=O)C (EtOAc). Reaction conditions: temperature 140 celsius. The product is N1=C(C=CC=C1)C1=C(C#N)C=C(C=C1)N1C=C(C=C1)C1=NC=CC=C1 (2-pyridin-2-yl-5-(3-pyridin-2-yl-1H-pyrrol-1-yl)benzonitrile). The yield is 24.8%. Reaction SMILES: [NH:1]1[CH:5]=[CH:4][C:3]([C:6]2[CH:11]=[CH:10][CH:9]=[CH:8][N:7]=2)=[CH:2]1.Br[C:13]1[CH:14]=[CH:15][C:16]([C:21]2[CH:26]=[CH:25][CH:24]=[CH:23][N:22]=2)=[C:17]([CH:20]=1)[C:18]#[N:19].CC(C)([O-])C.[Na+].N[C@@H]1CCCC[C@H]1N>CN(C=O)C.CCOC(C)=O.CCCCCC>[N:22]1[CH:23]=[CH:24][CH:25]=[CH:26][C:21]=1[C:16]1[CH:15]=[CH:14][C:13]([N:1]2[CH:5]=[CH:4][C:3]([C:6]3[CH:11]=[CH:10][CH:9]=[CH:8][N:7]=3)=[CH:2]2)=[CH:20][C:17]=1[C:18]#[N:19] |f:2.3|. Reported procedure: 2-(1H-Pyrrol-3-yl)pyridine (300 mg, 2.0 mmol), 5-bromo-2-pyridin-2-ylbenzonitrile (538.7 g, 2.0 mmol), sodium tert-butoxide (384 mg, 4.0 mmol) and trans-1,2 diaminocyclohexane (23 mg, 0.2 mmol) were combined in DMF (10 mL) under argon. The reaction mixture was heated at 140° C. overnight. The reaction mixture was allowed to cool to ambient temperature. TLC analysis showed no starting material present. The reaction mixture was diluted with EtOAc (100 mL), and washed with H2O (3×100 mL), brine (10...